Dataset: the Open Reaction Database (ORD), a public repository of structured organic reaction records. Task: describe an organic reaction: reactants, conditions, products, and yield The reactants are C(=O)(OC(C)(C)C)NCC=1SC(=C(N1)C(=O)OC)C (Methyl 2-(N-Boc-aminomethyl)-5-methylthiazole-4-carboxylate), [Li+].[OH-] (LiOH). Run in C(C)O (ethanol), O (water). Run at time 30 minute. Yields the product C(=O)(OC(C)(C)C)NCC=1SC(=C(N1)C(=O)O)C (2-(N-Boc-Aminomethyl)-5-methylthiazole-4-carboxylic Acid). Reaction SMILES: [C:1]([NH:8][CH2:9][C:10]1[S:11][C:12]([CH3:19])=[C:13]([C:15]([O:17]C)=[O:16])[N:14]=1)([O:3][C:4]([CH3:7])([CH3:6])[CH3:5])=[O:2].[Li+].[OH-]>C(O)C.O>[C:1]([NH:8][CH2:9][C:10]1[S:11][C:12]([CH3:19])=[C:13]([C:15]([OH:17])=[O:16])[N:14]=1)([O:3][C:4]([CH3:5])([CH3:7])[CH3:6])=[O:2] |f:1.2|. Procedure details: Methyl 2-(N-Boc-aminomethyl)-5-methylthiazole-4-carboxylate (22.0 g, 77 mmol) was dissolved in ethanol (100 ml), and a solution of LiOH (2.2 g, 92 mmol) in water (50 ml) was added. After the mixture had been stirred for 30 minutes at room temperature, the ethanol was removed on a rotary evaporator and the solution which remained was diluted with water (70 ml). The aqueous phase was washed with ethyl acetate (3×) and brought to pH 2 with 20% strength NaHSO4 solution, during which process a pale b... Reactants: OCc1ccc(Cl)c(Cl)c1, CCOC(=O)N=NC(=O)OCC, C1CCOC1, O=Cc1ccc(O)c([N+](=O)[O-])c1, c1ccc(P(c2ccccc2)c2ccccc2)cc1, Cc1ccccc1. The product is O=Cc1ccc(OCc2ccc(Cl)c(Cl)c2)c([N+](=O)[O-])c1. As a reaction SMILES: [Cl:13][c:14]1[cH:15][c:16]([CH2:17][OH:18])[cH:19][cH:20][c:21]1[Cl:22].[N:49]([C:50]([O:51][CH2:52][CH3:53])=[O:54])=[N:55][C:56]([O:57][CH2:58][CH3:59])=[O:60].[O:61]1[CH2:62][CH2:63][CH2:64][CH2:65]1.[OH:1][c:2]1[c:3]([N+:10](=[O:11])[O-:12])[cH:4][c:5]([CH:6]=[O:7])[cH:8][cH:9]1.[c:23]1([P:24]([c:25]2[cH:26][cH:27][cH:28][cH:29][cH:30]2)[c:31]2[cH:32][cH:33][cH:34][cH:35][cH:36]2)[cH:37][cH:38][cH:39][cH:40][cH:41]1.[c:42]1([CH3:43])[cH:44][cH:45][cH:46][cH:47][cH:48]1>>[O:1]([c:2]1[c:3]([N+:10](=[O:11])[O-:12])[cH:4][c:5]([CH:6]=[O:7])[cH:8][cH:9]1)[CH2:17][c:16]1[cH:15][c:14]([Cl:13])[c:21]([Cl:22])[cH:20][cH:19]1.